This data is from the Open Reaction Database (ORD), a public repository of structured organic reaction records. The task is: describe an organic reaction: reactants, conditions, products, and yield The reactants are [BH3-]C#N, O=[N+]([O-])c1ccc2c(c1)OCCN2, [Na+]. Product: CN1CCOc2cc([N+](=O)[O-])ccc21. As a reaction SMILES: [C:14]([BH3-:15])#[N:16].[N+:1](=[O:2])([O-:3])[c:4]1[cH:5][c:6]2[c:7]([cH:12][cH:13]1)[NH:8][CH2:9][CH2:10][O:11]2.[Na+:17]>>[N+:1](=[O:2])([O-:3])[c:4]1[cH:5][c:6]2[c:7]([cH:12][cH:13]1)[N:8]([CH3:14])[CH2:9][CH2:10][O:11]2. Starting materials: polymer ( 2 ), Cl.COC([C@H](CSSC[C@@H](C(=O)OC)N)N)=O (cystine dimethyl ester hydrochloride), CN(C)CCCN=C=NCC (N-dimethylaminopropyl-N'-ethylcarbodiimide). Run in O (water), O (water), O (water). Conditions: time 3 hour. Product: COC([C@H](CSSC[C@@H](C(=O)OC)N)N)=O (CYSTINE DIMETHYL ESTER). As a reaction SMILES: Cl.[CH3:2][O:3][C:4](=[O:17])[C@@H:5]([NH2:16])[CH2:6][S:7][S:8][CH2:9][C@H:10]([NH2:15])[C:11]([O:13][CH3:14])=[O:12].CN(CCCN=C=NCC)C>O>[CH3:2][O:3][C:4](=[O:17])[C@@H:5]([NH2:16])[CH2:6][S:7][S:8][CH2:9][C@H:10]([NH2:15])[C:11]([O:13][CH3:14])=[O:12] |f:0.1|. Procedure details: 5 g of polymer (2) and 5.3 g of cystine dimethyl ester hydrochloride are dissolved in 100 ml of water. 6 g of N-dimethylaminopropyl-N'-ethylcarbodiimide (EDC) are then dissolved in 5 ml of water and immediately added to the reaction mixture. The mixture immediately turns dark red and, after a few seconds, a pink precipitate is then formed. The reaction is stopped after 3 hours and 200 ml of water are added. The precipitate is recovered by filtration, washed several times with water and then oven... Starting materials: CO, COC(=O)C1Cc2cc(OC)ccc2N1, N. Product: COc1ccc2c(c1)CC(C(N)=O)N2. RXN SMILES: [CH3:17][OH:18].[CH3:1][O:2][C:3](=[O:4])[CH:5]1[NH:6][c:7]2[cH:8][cH:9][c:10]([O:14][CH3:15])[cH:11][c:12]2[CH2:13]1.[NH3:16]>>[O:2]=[C:3]([CH:5]1[NH:6][c:7]2[cH:8][cH:9][c:10]([O:14][CH3:15])[cH:11][c:12]2[CH2:13]1)[NH2:16]. Reactants: O=C([O-])C(O)C(O)C(=O)[O-], CC(C)(C)OC(=O)NC1Cc2[nH]c3ccc(C#N)cc3c2C1, CC(C)C[Al+]CC(C)C, CCOC(C)=O, ClCCl, [H-], [Na+], [Na+]. Product: CC(C)(C)OC(=O)NC1Cc2[nH]c3ccc(C=O)cc3c2C1. As a reaction SMILES: [C:36](=[O:37])([CH:38]([CH:39]([C:40]([O-:41])=[O:42])[OH:43])[OH:44])[O-:45].[C:4]([CH3:5])([CH3:6])([CH3:7])[O:8][C:9]([NH:10][CH:11]1[CH2:12][c:13]2[c:14]([nH:15][c:16]3[cH:17][cH:18][c:19]([C:22]#[N:23])[cH:20][c:21]23)[CH2:24]1)=[O:25].[CH2:27]([Al+:28][CH2:29][CH:30]([CH3:31])[CH3:32])[CH:33]([CH3:34])[CH3:35].[CH3:48][CH2:49][O:50][C:51](=[O:52])[CH3:53].[Cl:1][CH2:2][Cl:3].[H-:26].[Na+:46].[Na+:47]>>[C:4]([CH3:5])([CH3:6])([CH3:7])[O:8][C:9]([NH:10][CH:11]1[CH2:12][c:13]2[c:14]([nH:15][c:16]3[cH:17][cH:18][c:19]([CH:22]=[O:37])[cH:20][c:21]23)[CH2:24]1)=[O:25]. The reactants are N1(C)C(=O)N(C)C=2N=CN(C2C1=O)CC(N)=NO (2-(theophylline-7-yl)-acetamidoxime), C[O-].[Na+] (sodium methylate), C(OCC)(OCC)=O (diethyl carbonate). Solvent: C1(=CC=CC=C1)C (toluene). Product: OC1=NC(=NO1)CN1C=NC=2N(C(N(C)C(C12)=O)=O)C (7-[(5-hydroxy-1,2,4-oxadiazol-3-yl)-methyl]-theophylline). The yield is 82.0%. As a reaction SMILES: [N:1]1([C:12](=[O:13])[C:11]2[N:10]([CH2:14][C:15](=[N:17][OH:18])[NH2:16])[CH:9]=[N:8][C:7]=2[N:5]([CH3:6])[C:3]1=[O:4])[CH3:2].C[O-].[Na+].[C:22](=O)(OCC)[O:23]CC>C1(C)C=CC=CC=1>[OH:23][C:22]1[O:18][N:17]=[C:15]([CH2:14][N:10]2[C:11]3[C:12](=[O:13])[N:1]([CH3:2])[C:3](=[O:4])[N:5]([CH3:6])[C:7]=3[N:8]=[CH:9]2)[N:16]=1 |f:1.2|. Reported procedure: 5.04 g. of 2-(theophylline-7-yl)-acetamidoxime, 2.16 g. of sodium methylate, 4.72 g. of diethyl carbonate and 100 cm3 of toluene are heated for 2 hours to boiling, the mixture is then evaporated and the residue crystallized from water. 4.3 g. (82% yield) of 7-[(5-hydroxy-1,2,4-oxadiazol-3-yl)-methyl]-theophylline are obtained. M.p.: 206°-207° C. As a reaction SMILES: [C:22](=[O:23])([O-:24])[O-:25].[CH3:30][O:31][CH2:32][CH2:33][O:34][CH2:35][CH2:36][O:37][CH3:38].[Cl:15][CH2:16][CH2:17][NH:18][CH2:19][CH2:20][Cl:21].[ClH:14].[F:1][C:2]([CH2:3][O:4][c:5]1[c:6]([NH2:7])[cH:8][cH:9][cH:10][cH:11]1)([F:12])[F:13].[I-:29].[K+:26].[K+:27].[Na+:28]>>[F:1][C:2]([CH2:3][O:4][c:5]1[c:6]([N:7]2[CH2:16][CH2:17][NH:18][CH2:19][CH2:20]2)[cH:8][cH:9][cH:10][cH:11]1)([F:12])[F:13]. Starting materials: O=C([O-])[O-], COCCOCCOC, ClCCNCCCl, Cl, Nc1ccccc1OCC(F)(F)F, [I-], [K+], [K+], [Na+]. Yields the product FC(F)(F)COc1ccccc1N1CCNCC1. Reactants: [H-].[Na+] (sodium hydride), C(C)(C)N1CCN(CC1)C(=O)[C@@H]1CC[C@H](CC1)OC1=CC=C(C(=O)O)C=C1 (trans-4-[4-(4-Isopropyl-piperazine-1-carbonyl)-cyclohexyloxy]-benzoic acid), C(=O)(N1C=NC=C1)N1C=NC=C1 (1,1′-carbonyl-diimidazole), C(C)(N)=NO (acetamide oxime). The solvent is C1CCOC1 (THF). Yields the product C(C)(C)N1CCN(CC1)C(=O)[C@@H]1CC[C@H](CC1)OC1=CC=C(C=C1)C1=NC(=NO1)C (trans-(4-Isopropyl-piperazin-1-yl)-{4-[4-(3-methyl-[1,2,4]oxadiazol-5-yl)-phenoxy]-cyclohexyl}-methanone). The yield is 44.1%. Reaction SMILES: [CH:1]([N:4]1[CH2:9][CH2:8][N:7]([C:10]([C@H:12]2[CH2:17][CH2:16][C@H:15]([O:18][C:19]3[CH:27]=[CH:26][C:22]([C:23](O)=[O:24])=[CH:21][CH:20]=3)[CH2:14][CH2:13]2)=[O:11])[CH2:6][CH2:5]1)([CH3:3])[CH3:2].C(N1C=CN=C1)(N1C=CN=C1)=O.[C:40](=[N:43]O)([NH2:42])[CH3:41].[H-].[Na+]>C1COCC1>[CH:1]([N:4]1[CH2:5][CH2:6][N:7]([C:10]([C@H:12]2[CH2:13][CH2:14][C@H:15]([O:18][C:19]3[CH:20]=[CH:21][C:22]([C:23]4[O:24][N:43]=[C:40]([CH3:41])[N:42]=4)=[CH:26][CH:27]=3)[CH2:16][CH2:17]2)=[O:11])[CH2:8][CH2:9]1)([CH3:3])[CH3:2] |f:3.4|. Procedure details: A mixture of 0.1 g (0.22 mmol) of trans-4-[4-(4-Isopropyl-piperazine-1-carbonyl)-cyclohexyloxy]-benzoic acid and 59 mg (0.36 mmol) of 1,1′-carbonyl-diimidazole in 2 ml THF was refluxed for 16 hr. After cooling down, 79 mg (1.1 mmol) of acetamide oxime was added and the mixture was refluxed for 48 hr. To the mixture, 29 mg (0.66 mmol, 55% purity) of sodium hydride was added and the mixture was refluxed for 16 hr. The mixture was evaporated. The mixture was diluted with AcOEt, washed with saturate... Reactants: O=C([O-])[O-], CC(=O)[O-], CC(=O)[O-], Clc1ccc(I)cn1, Cl, [Cs+], [Cs+], CC(C)(C)c1ccc(N2C(=O)N(Cc3ccnc(N)c3)C(C)(C)C2=O)cc1, C1COCCO1, [Pd+2]. The product is CC(C)(C)c1ccc(N2C(=O)N(Cc3ccnc(Nc4ccc(Cl)nc4)c3)C(C)(C)C2=O)cc1. RXN SMILES: [C:37](=[O:38])([O-:39])[O-:40].[C:49]([O-:50])(=[O:51])[CH3:52].[C:53]([O-:54])(=[O:55])[CH3:56].[Cl:29][c:30]1[n:31][cH:32][c:33]([I:36])[cH:34][cH:35]1.[ClH:1].[Cs+:41].[Cs+:42].[NH2:2][c:3]1[n:4][cH:5][cH:6][c:7]([CH2:9][N:10]2[C:11](=[O:28])[N:12]([c:18]3[cH:19][cH:20][c:21]([C:24]([CH3:25])([CH3:26])[CH3:27])[cH:22][cH:23]3)[C:13](=[O:17])[C:14]2([CH3:15])[CH3:16])[cH:8]1.[O:43]1[CH2:44][CH2:45][O:46][CH2:47][CH2:48]1.[Pd+2:57]>>[NH:2]([c:3]1[n:4][cH:5][cH:6][c:7]([CH2:9][N:10]2[C:11](=[O:28])[N:12]([c:18]3[cH:19][cH:20][c:21]([C:24]([CH3:25])([CH3:26])[CH3:27])[cH:22][cH:23]3)[C:13](=[O:17])[C:14]2([CH3:15])[CH3:16])[cH:8]1)[c:33]1[cH:32][n:31][c:30]([Cl:29])[cH:35][cH:34]1. Reactants: Cl.O1CCOCC1 (HCl dioxane), C1(CCCCC1)C(=O)CN1C(C(CN(C2=C1C=CC=C2)C2CCCCC2)NC(=O)OC(C)(C)C)=O (1-cyclohexylcarbonylmethyl-2-oxo-3-tert-butoxycarbonylamino-5-cyclohexyl-1,3,4,5-tetrahydro-2H-1,5-benzodiazepine). The solvent is C(C)O (ethanol). Reaction conditions: temperature 50 celsius, time 1 hour. The product is C1(CCCCC1)C(=O)CN1C(C(CN(C2=C1C=CC=C2)C2CCCCC2)N)=O (1-cyclohexylcarbonylmethyl-2-oxo-3-amino-5-cyclohexyl-1,3,4,5-tetrahydro-2H-1,5-benzodiazepine). The yield is 100.9%. Reaction SMILES: Cl.O1CCOCC1.[CH:8]1([C:14]([CH2:16][N:17]2[C:23]3[CH:24]=[CH:25][CH:26]=[CH:27][C:22]=3[N:21]([CH:28]3[CH2:33][CH2:32][CH2:31][CH2:30][CH2:29]3)[CH2:20][CH:19]([NH:34]C(OC(C)(C)C)=O)[C:18]2=[O:42])=[O:15])[CH2:13][CH2:12][CH2:11][CH2:10][CH2:9]1>C(O)C>[CH:8]1([C:14]([CH2:16][N:17]2[C:23]3[CH:24]=[CH:25][CH:26]=[CH:27][C:22]=3[N:21]([CH:28]3[CH2:29][CH2:30][CH2:31][CH2:32][CH2:33]3)[CH2:20][CH:19]([NH2:34])[C:18]2=[O:42])=[O:15])[CH2:13][CH2:12][CH2:11][CH2:10][CH2:9]1 |f:0.1|. Procedure details: 4N HCl-dioxane (10 ml) was added to a solution of 1-cyclohexylcarbonylmethyl-2-oxo-3-tert-butoxycarbonylamino-5-cyclohexyl-1,3,4,5-tetrahydro-2H-1,5-benzodiazepine (500 mg) in ethanol (10 ml), and the mixture was stirred at 50° C. for one hour. The reaction mixture was concentrated under reduced pressure, the residue was neutralized with saturated aqueous sodium bicarbonate, extracted with methylene chloride. The organic layer was dried over anhydrous sodium sulfate, the solvent was evaporated u... Reactants: CO, CCc1ccccc1-c1cccc(C(=O)O)c1O, O=S(=O)(O)O. Yields the product CCc1ccccc1-c1cccc(C(=O)OC)c1O. RXN SMILES: [CH3:24][OH:25].[OH:1][c:2]1[c:3]([C:4](=[O:5])[OH:6])[cH:7][cH:8][cH:9][c:10]1-[c:11]1[c:12]([CH2:13][CH3:14])[cH:15][cH:16][cH:17][cH:18]1.[S:19](=[O:20])(=[O:21])([OH:22])[OH:23]>>[OH:1][c:2]1[c:3]([C:4](=[O:5])[O:6][CH3:24])[cH:7][cH:8][cH:9][c:10]1-[c:11]1[c:12]([CH2:13][CH3:14])[cH:15][cH:16][cH:17][cH:18]1.